This data is from the Open Reaction Database (ORD), a public repository of structured organic reaction records. The task is: describe an organic reaction: reactants, conditions, products, and yield Starting materials: CN(Cc1ccccn1)C(=O)c1ccc(C(=O)NN)s1, CC(=O)c1csc(-c2ccc(C(F)(F)F)cc2)c1O. Product: CC(=NNC(=O)c1ccc(C(=O)N(C)Cc2ccccn2)s1)c1csc(-c2ccc(C(F)(F)F)cc2)c1O. Reaction SMILES: [CH3:20][N:21]([C:22](=[O:23])[c:24]1[s:25][c:26]([C:29](=[O:30])[NH:31][NH2:32])[cH:27][cH:28]1)[CH2:33][c:34]1[cH:35][cH:36][cH:37][cH:38][n:39]1.[F:1][C:2]([c:3]1[cH:4][cH:5][c:6](-[c:9]2[s:10][cH:11][c:12]([C:15](=[O:16])[CH3:17])[c:13]2[OH:14])[cH:7][cH:8]1)([F:18])[F:19]>>[F:1][C:2]([c:3]1[cH:4][cH:5][c:6](-[c:9]2[s:10][cH:11][c:12]([C:15]([CH3:17])=[N:32][NH:31][C:29]([c:26]3[s:25][c:24]([C:22]([N:21]([CH3:20])[CH2:33][c:34]4[cH:35][cH:36][cH:37][cH:38][n:39]4)=[O:23])[cH:28][cH:27]3)=[O:30])[c:13]2[OH:14])[cH:7][cH:8]1)([F:18])[F:19]. The reactants are C[n+]1ccn(C(=O)N2CCc3ccccc3C2)c1, Oc1ccc(Oc2ccc(C(F)(F)F)cn2)cc1, [I-]. Yields the product O=C(Oc1ccc(Oc2ccc(C(F)(F)F)cn2)cc1)N1CCc2ccccc2C1. Reaction SMILES: [CH2:20]1[N:21]([C:30](=[O:31])[n:32]2[cH:33][cH:34][n+:35]([CH3:36])[cH:37]2)[CH2:22][CH2:23][c:24]2[cH:25][cH:26][cH:27][cH:28][c:29]21.[F:1][C:2]([c:3]1[cH:4][cH:5][c:6]([O:9][c:10]2[cH:11][cH:12][c:13]([OH:16])[cH:14][cH:15]2)[n:7][cH:8]1)([F:17])[F:18].[I-:19]>>[F:1][C:2]([c:3]1[cH:4][cH:5][c:6]([O:9][c:10]2[cH:11][cH:12][c:13]([O:16][C:30]([N:21]3[CH2:20][c:29]4[c:24]([cH:25][cH:26][cH:27][cH:28]4)[CH2:23][CH2:22]3)=[O:31])[cH:14][cH:15]2)[n:7][cH:8]1)([F:17])[F:18]. Isolated yield 78.7%. Reaction conditions: time 45 minute. Procedure details: D-glutamic acid (2.21 g, 15 mmol) was dissolved in 2N aqueous sodium hydroxide (15 ml, 30 mmol) at 0° C. and then treated with pyridine-2-carboxaldehyde (1.43 ml, 15 mmol). The mixture was stirred at room temperature for 45 minutes and then cooled to 0° C. and treated with sodium borohydride (0.189 g, 5 mmol). The mixture was allowed to warm to room temperature with stirring over 4 hrs then after washing twice with diethyl ether it was acidified to pH5-6. The aqueous layer was concentrated then ... Starting materials: [BH4-].[Na+] (sodium borohydride), N[C@H](CCC(=O)O)C(=O)O (D-glutamic acid), [OH-].[Na+] (sodium hydroxide), N1=C(C=CC=C1)C=O (pyridine-2-carboxaldehyde). Product: O=C1CC[C@H](N1CC1=NC=CC=C1)C(=O)O (5-oxo-1-(2-pyridinylmethyl)proline). RXN SMILES: [NH2:1][C@@H:2]([C:8]([OH:10])=[O:9])[CH2:3][CH2:4][C:5]([OH:7])=O.[OH-].[Na+].[N:13]1[CH:18]=[CH:17][CH:16]=[CH:15][C:14]=1[CH:19]=O.[BH4-].[Na+]>>[O:7]=[C:5]1[N:1]([CH2:19][C:14]2[CH:15]=[CH:16][CH:17]=[CH:18][N:13]=2)[C@H:2]([C:8]([OH:10])=[O:9])[CH2:3][CH2:4]1 |f:1.2,4.5|. The reactants are ClCCl, CC(C)(C)C(=O)Cl, ONCc1ccccc1Cl, c1ccncc1. Yields the product CC(C)(C)C(=O)N(O)Cc1ccccc1Cl. RXN SMILES: [CH2:24]([Cl:25])[Cl:26].[CH3:1][C:2]([C:3](=[O:4])[Cl:5])([CH3:6])[CH3:7].[Cl:8][c:9]1[c:10]([CH2:15][NH:16][OH:17])[cH:11][cH:12][cH:13][cH:14]1.[cH:18]1[cH:19][cH:20][n:21][cH:22][cH:23]1>>[CH3:1][C:2]([C:3](=[O:4])[N:16]([CH2:15][c:10]1[c:9]([Cl:8])[cH:14][cH:13][cH:12][cH:11]1)[OH:17])([CH3:6])[CH3:7]. The reactants are CC(C)C[Al+]CC(C)C, Cc1ccccc1, CCOC(=O)c1cc(-c2ccccc2)n(S(=O)(=O)c2cccc(Cl)c2)c1C, [H-]. Yields the product Cc1c(CO)cc(-c2ccccc2)n1S(=O)(=O)c1cccc(Cl)c1. RXN SMILES: [CH2:29]([Al+:30][CH2:31][CH:32]([CH3:33])[CH3:34])[CH:35]([CH3:36])[CH3:37].[CH3:38][c:39]1[cH:40][cH:41][cH:42][cH:43][cH:44]1.[Cl:1][c:2]1[cH:3][c:4]([S:8](=[O:9])(=[O:10])[n:11]2[c:12]([CH3:27])[c:13]([C:22](=[O:23])[O:24][CH2:25][CH3:26])[cH:14][c:15]2-[c:16]2[cH:17][cH:18][cH:19][cH:20][cH:21]2)[cH:5][cH:6][cH:7]1.[H-:28]>>[Cl:1][c:2]1[cH:3][c:4]([S:8](=[O:9])(=[O:10])[n:11]2[c:12]([CH3:27])[c:13]([CH2:22][OH:23])[cH:14][c:15]2-[c:16]2[cH:17][cH:18][cH:19][cH:20][cH:21]2)[cH:5][cH:6][cH:7]1. Starting materials: C1=CN(C=N1)C(=O)N2C=CN=C2 (N,N-Carbonyldiimidazole), C1(=CC=CC=C1)C#CC=1SC(=CN1)C(=O)O (2-phenylethynyl-thiazole-5-carboxylic acid), C1(=CC=CC=C1)C#CC=1SC(=CN1)C(=O)O (2-phenylethynyl-thiazole-5-carboxylic acid), N1CCCCC1 (Piperidine), FC(C(=O)O)(F)F (trifluoroacetic acid). Run in O1CCCC1 (tetrahydrofuran), CCOC(=O)C (EtOAc). Conditions: time 60 minute. Yields the product C1(=CC=CC=C1)C#CC=1SC(=CN1)C(=O)N1CCCCC1 ((2-phenylethynyl-thiazol-5-yl)-piperidin-1-yl-methanone). Isolated yield 61.7%. Reaction SMILES: C1N=CN(C(N2C=NC=C2)=O)C=1.[C:13]1([C:19]#[C:20][C:21]2[S:22][C:23]([C:26]([OH:28])=O)=[CH:24][N:25]=2)[CH:18]=[CH:17][CH:16]=[CH:15][CH:14]=1.[NH:29]1[CH2:34][CH2:33][CH2:32][CH2:31][CH2:30]1.FC(F)(F)C(O)=O>O1CCCC1.CCOC(C)=O>[C:13]1([C:19]#[C:20][C:21]2[S:22][C:23]([C:26]([N:29]3[CH2:34][CH2:33][CH2:32][CH2:31][CH2:30]3)=[O:28])=[CH:24][N:25]=2)[CH:14]=[CH:15][CH:16]=[CH:17][CH:18]=1. Reported procedure: N,N-Carbonyldiimidazole (790 mg, 4.87 mmol) (Fluka Chemie AG) was added to a solution of 2-phenylethynyl-thiazole-5-carboxylic acid (1.00 g, 4.36 mmol) [Intermediate 1] in tetrahydrofuran (17.4 mL) and stirred for 60 minutes. Piperidine (3.03 g, 35.6 mmol) and trifluoroacetic acid (295 μL, 3.83 mmol) were added and the mixture was stirred for 20 hours. The yellow solution was diluted with 150 mL of EtOAc and washed with 3.7 M HCl solution (5×30 mL), water (1×30 mL), 1.0 M K2CO3 (4×30 mL), water ... The reactants are C(C)(C)(C)OC(=O)N1[C@H]([C@H](CCC1)NCC1=C(C=C2CCC(C2=C1)C(F)(F)F)OC)C1=CC=CC=C1 ((2S,3S)-1-tert-Butoxycarbonyl-3-[(5-methoxy-1-(trifluoromethyl)indan-6-yl)methylamino]-2-phenylpiperdine), FC(C)(F)C=1C=CC(=C(CN[C@@H]2[C@@H](NCCC2)C2=CC=CC=C2)C1)OC(F)(F)F ((2S,3S) -3-(5-(1,1-Difluoroethyl)-2-(trifluoromethoxy)benzyl)amino-2-phenylpiperidine). The product is COC=1C=C2CCC(C2=CC1CN[C@@H]1[C@@H](NCCC1)C1=CC=CC=C1)C(F)(F)F ((2S,3S)-3-[(5-Methoxy-1-(trifluoromethyl)indan-6-yl)methylamino]-2-phenylpiperidine). Reaction SMILES: C(OC([N:8]1[CH2:13][CH2:12][CH2:11][C@H:10]([NH:14][CH2:15][C:16]2[CH:24]=[C:23]3[C:19]([CH2:20][CH2:21][CH:22]3[C:25]([F:28])([F:27])[F:26])=[CH:18][C:17]=2[O:29][CH3:30])[C@@H:9]1[C:31]1[CH:36]=[CH:35][CH:34]=[CH:33][CH:32]=1)=O)(C)(C)C.FC(C1C=CC(OC(F)(F)F)=C(C=1)CN[C@H]1CCCN[C@H]1C1C=CC=CC=1)(F)C>>[CH3:30][O:29][C:17]1[CH:18]=[C:19]2[C:23](=[CH:24][C:16]=1[CH2:15][NH:14][C@H:10]1[CH2:11][CH2:12][CH2:13][NH:8][C@H:9]1[C:31]1[CH:32]=[CH:33][CH:34]=[CH:35][CH:36]=1)[CH:22]([C:25]([F:28])([F:26])[F:27])[CH2:21][CH2:20]2. Reported procedure: This Compound was prepared from Compound 66 in the same manner of Compound 27. The reactants are BrBr (bromine), ClC1=C(C(=CC=C1)C)N (2-Chloro-6-methyl-phenylamine). The solvent is C(C)(=O)O (acetic acid), C(C)(=O)O (acetic acid), CO (methanol), CO (MeOH). The product is Br.BrC1=CC(=C(C(=C1)C)N)Cl (4-Bromo-2-chloro-6-methylphenylamine hydrobromide salt), solid. Yield: 99.0%. RXN SMILES: [Cl:1][C:2]1[CH:7]=[CH:6][CH:5]=[C:4]([CH3:8])[C:3]=1[NH2:9].[Br:10]Br>CO.C(O)(=O)C>[BrH:10].[Br:10][C:6]1[CH:5]=[C:4]([CH3:8])[C:3]([NH2:9])=[C:2]([Cl:1])[CH:7]=1 |f:4.5|. Procedure details: 2-Chloro-6-methyl-phenylamine (5.00 g, 35.3 mmol) was dissolved in methanol (15 mL) and acetic acid was added (5 mL). The solution was chilled in an ice bath and a solution of bromine (1.8 mL) in acetic acid (15 mL) was added dropwise. After complete addition MeOH (5 mL) was added to dissolve the precipitated solid. The solvents were removed under reduced pressure and the residue was triturated with hexanes to provide the title compound as an off white solid (10.49 g, 99%). 1H NMR (300 MHz, MeOD... Reactants: ClC1=CC(=[N+](C(=N1)NC(=O)OC)[O-])NC(=O)OC (dimethyl 6-chloro-2,4-pyrimidine-dicarbamate-3-oxide), OC1CNCCC1 (3-hydroxy-piperidine). Run in C(Cl)Cl (methylene chloride). Product: OC1CN(CCC1)C1=CC(=[N+](C(=N1)NC(=O)OC)[O-])NC(=O)OC (dimethyl racemic-6-(3-hydroxyl-1-piperidinyl)-2,4-pyrimidine-dicarbamate-3-oxide). RXN SMILES: Cl[C:2]1[N:7]=[C:6]([NH:8][C:9]([O:11][CH3:12])=[O:10])[N+:5]([O-:13])=[C:4]([NH:14][C:15]([O:17][CH3:18])=[O:16])[CH:3]=1.[OH:19][CH:20]1[CH2:25][CH2:24][CH2:23][NH:22][CH2:21]1>C(Cl)Cl>[OH:19][CH:20]1[CH2:25][CH2:24][CH2:23][N:22]([C:2]2[N:7]=[C:6]([NH:8][C:9]([O:11][CH3:12])=[O:10])[N+:5]([O-:13])=[C:4]([NH:14][C:15]([O:17][CH3:18])=[O:16])[CH:3]=2)[CH2:21]1. Procedure details: A suspension of 5.2 g. of dimethyl 6-chloro-2,4-pyrimidine-dicarbamate-3-oxide in 300 ml. of methylene chloride is treated with 12.4 g. of 3-hydroxy-piperidine and stirred for 60 hours under an argon atmosphere. The residue is then filtered off and the filtrate is concentrated, a white precipitate separating out. This precipitate is filtered off and recrystallized from a mixture of methylene chloride and methanol, there being obtained pure dimethyl racemic-6-(3-hydroxyl-1-piperidinyl)-2,4-pyrimi... Yields the product ClC=1C=C2C=C(NC2=CC1)C(=O)N[C@@H]1CN(C[C@H]1NC(=O)C=1SC=2CN(CCC2N1)C)S(=O)(=O)CC(=O)O (2-[((3R,4R)-3-{[(5-Chloroindol-2-yl)carbonyl]amino}-4-{[(5-methyl-4,5,6,7-tetrahydrothiazolo[5,4-c]pyridin-2-yl)carbonyl]amino}pyrrolidin-1-yl)sulfonyl]acetic acid). The solvent is O1CCCC1 (tetrahydrofuran), O (water). RXN SMILES: [Cl:1][C:2]1[CH:3]=[C:4]2[C:8](=[CH:9][CH:10]=1)[NH:7][C:6]([C:11]([NH:13][C@H:14]1[C@H:18]([NH:19][C:20]([C:22]3[S:23][C:24]4[CH2:25][N:26]([CH3:31])[CH2:27][CH2:28][C:29]=4[N:30]=3)=[O:21])[CH2:17][N:16]([S:32]([CH2:35][C:36]([O:38]C)=[O:37])(=[O:34])=[O:33])[CH2:15]1)=[O:12])=[CH:5]2.O.[OH-].[Li+].Cl>O1CCCC1.O>[Cl:1][C:2]1[CH:3]=[C:4]2[C:8](=[CH:9][CH:10]=1)[NH:7][C:6]([C:11]([NH:13][C@H:14]1[C@H:18]([NH:19][C:20]([C:22]3[S:23][C:24]4[CH2:25][N:26]([CH3:31])[CH2:27][CH2:28][C:29]=4[N:30]=3)=[O:21])[CH2:17][N:16]([S:32]([CH2:35][C:36]([OH:38])=[O:37])(=[O:34])=[O:33])[CH2:15]1)=[O:12])=[CH:5]2 |f:1.2.3|. Yield: 89.1%. Run at time 4 hour. Procedure: The compound (100 mg) obtained in Example 100 was dissolved in tetrahydrofuran (4 ml)-water (1 ml), and the mixture was cooled with ice. Lithium hydroxide monohydrate (7.8 mg) was added, and the resultant mixture was heated to room temperature and stirred for 4 hours. After the reaction mixture was neutralized with 1N hydrochloric acid, it was concentrated. Deposits were collected by filtration, washed with water and 50% ethanol and dried overnight at 50° C. under reduced pressure to obtain the ... Reactants: ClC=1C=C2C=C(NC2=CC1)C(=O)N[C@@H]1CN(C[C@H]1NC(=O)C=1SC=2CN(CCC2N1)C)S(=O)(=O)CC(=O)OC (Methyl 2-[((3R,4R)-3-{[(5-chloroindol-2-yl)carbonyl]-amino}-4-{[(5-methyl-4,5,6,7-tetrahydrothiazolo[5,4-c]-pyridin-2-yl)carbonyl]amino}pyrrolidin-1-yl)sulfonyl]acetate), Cl (hydrochloric acid), O.[OH-].[Li+] (Lithium hydroxide monohydrate), resultant mixture.